From a dataset of the Open Reaction Database (ORD), a public repository of structured organic reaction records. describe an organic reaction: reactants, conditions, products, and yield The yield is 51.6%. Reaction SMILES: [C:1]([S:4][CH2:5][CH:6]([CH2:10][CH:11]([CH3:13])[CH3:12])[C:7]([OH:9])=O)(=[O:3])[CH3:2].ClC(OCC)=O.[NH2:20][CH2:21][CH2:22][N:23]1[CH2:28][CH2:27][O:26][CH2:25][CH2:24]1>O1CCCC1.C(N(CC)CC)C>[C:1]([S:4][CH2:5][CH:6]([CH2:10][CH:11]([CH3:13])[CH3:12])[C:7]([NH:20][CH2:21][CH2:22][N:23]1[CH2:28][CH2:27][O:26][CH2:25][CH2:24]1)=[O:9])(=[O:3])[CH3:2]. Reaction conditions: temperature -5 celsius, time 20 minute. Run in O1CCCC1 (THF), O1CCCC1 (THF), C(C)N(CC)CC (triethylamine), O1CCCC1 (tetrahydrofuran). Reported procedure: 2-[(Acetylthio)methyl]-4-methylpentanoic acid (2.0 g) is dissolved in 40 ml of tetrahydrofuran (THF) and 1.0 g of triethylamine. This solution is cooled to -5° C. and ethyl chloroformate in 5 ml of THF is added dropwise. The reaction mixture is stirred at -5° C. for 20 minutes and then N-(2-aminoethyl)morpholine [1.3 g] in 20 ml of THF is added dropwise. It is stirred at 20° C. for 4 hours and stored at 0° C. for about 16 hours. Triethylamine hydrochloride is filtered off and the filtrate is con... Reactants: ClC(=O)OCC (ethyl chloroformate), NCCN1CCOCC1 (N-(2-aminoethyl)morpholine), C(C)(=O)SCC(C(=O)O)CC(C)C (2-[(Acetylthio)methyl]-4-methylpentanoic acid). The product is C(C)(=O)SCC(C(=O)NCCN1CCOCC1)CC(C)C ((±)-2-[(Acetylthio)methyl]-4-methyl-N-[2-(4-morpholinyl)ethyl]pentanamide). The reactants are CC1=C(N=C(O1)C1=CC=CC=C1)COC1=CC=C(CN2N=CC(=C2)/C=C/C(=O)OCC)C=C1 (ethyl(E)-3-[1-[4-(5-methyl-2-phenyl-4-oxazolylmethoxy)benzyl]-1H-pyrazol-4-yl]propenoate), C(C)O (ethanol). The reagents and catalysts are [C].[Pd] (palladium-carbon). Run in O1CCCC1 (tetrahydrofuran). Reaction conditions: time 1 hour. Yields the product CC1=C(N=C(O1)C1=CC=CC=C1)COC1=CC=C(CN2N=CC(=C2)CCC(=O)OCC)C=C1 (ethyl 3-[1-[4-(5-methyl-2-phenyl-4-oxazolylmethoxy)benzyl]-1H-pyrazol-4-yl]propionate). Yield: 87.8%. As a reaction SMILES: [CH3:1][C:2]1[O:6][C:5]([C:7]2[CH:12]=[CH:11][CH:10]=[CH:9][CH:8]=2)=[N:4][C:3]=1[CH2:13][O:14][C:15]1[CH:33]=[CH:32][C:18]([CH2:19][N:20]2[CH:24]=[C:23](/[CH:25]=[CH:26]/[C:27]([O:29][CH2:30][CH3:31])=[O:28])[CH:22]=[N:21]2)=[CH:17][CH:16]=1.C(O)C>[C].[Pd].O1CCCC1>[CH3:1][C:2]1[O:6][C:5]([C:7]2[CH:12]=[CH:11][CH:10]=[CH:9][CH:8]=2)=[N:4][C:3]=1[CH2:13][O:14][C:15]1[CH:33]=[CH:32][C:18]([CH2:19][N:20]2[CH:24]=[C:23]([CH2:25][CH2:26][C:27]([O:29][CH2:30][CH3:31])=[O:28])[CH:22]=[N:21]2)=[CH:17][CH:16]=1 |f:2.3|. Procedure details: A mixture of ethyl(E)-3-[1-[4-(5-methyl-2-phenyl-4-oxazolylmethoxy)benzyl]-1H-pyrazol-4-yl]propenoate (1.78 g), 5% palladium-carbon (2.0 g), ethanol (20 ml), and tetrahydrofuran (20 ml) was stirred at room temperature for one hour under a hydrogen atmosphere. After removal of the catalyst by filtration, the filtrate was concentrated. The residue was subjected to silica gel column chromatography, and ethyl 3-[1-[4-(5-methyl-2-phenyl-4-oxazolylmethoxy)benzyl]-1H-pyrazol-4-yl]propionate (1.57 g, yi...